This data is from the Open Reaction Database (ORD), a public repository of structured organic reaction records. The task is: describe an organic reaction: reactants, conditions, products, and yield The reactants are Cl.C(N)(=N)N1CCC(CC1)CCC(=O)O (1-amidino-4-piperidinepropionic acid hydrochloride), OC1=CC=C(C=O)C=C1 (p-hydroxybenzaldehyde), C1(CCCCC1)N=C=NC1CCCCC1 (dicyclohexylcarbodiimide). Run in N1=CC=CC=C1 (pyridine). Product: Cl.C(N)(=N)N1CCC(CC1)CCC(=O)OC1=CC=C(C=C1)C=O (p-formylphenyl 1-amidino-4-piperidinepropionate hydrochloride). Yield: 36.4%. RXN SMILES: [ClH:1].[C:2]([N:5]1[CH2:10][CH2:9][CH:8]([CH2:11][CH2:12][C:13]([OH:15])=[O:14])[CH2:7][CH2:6]1)(=[NH:4])[NH2:3].O[C:17]1[CH:24]=[CH:23][C:20]([CH:21]=[O:22])=[CH:19][CH:18]=1.C1(N=C=NC2CCCCC2)CCCCC1>N1C=CC=CC=1>[ClH:1].[C:2]([N:5]1[CH2:10][CH2:9][CH:8]([CH2:11][CH2:12][C:13]([O:15][C:17]2[CH:24]=[CH:23][C:20]([CH:21]=[O:22])=[CH:19][CH:18]=2)=[O:14])[CH2:7][CH2:6]1)(=[NH:3])[NH2:4] |f:0.1,5.6|. Reported procedure: A mixture of 4.0 g of 1-amidino-4-piperidinepropionic acid hydrochloride and 2.1 g of p-hydroxybenzaldehyde was suspended in 20 ml of dry pyridine. 3.5 g of dicyclohexylcarbodiimide was added with stirring to the suspension, and the resulting mixture was stirred overnight at room temperature. After removal of any insoluble materials, the filtrate was concentrated under reduced pressure. Ethyl acetate was added to the residue, and the mixture was stirred to give crystals. The crystals were recrys... The reactants are O=C([O-])[O-], CC(C)=O, COC(=O)c1cc(O)c(Cl)c([N+](=O)[O-])c1, ICCOC1CCCCO1, [K+], [K+], O. The product is COC(=O)c1cc(OCCOC2CCCCO2)c(Cl)c([N+](=O)[O-])c1. Reaction SMILES: [C:16](=[O:17])([O-:18])[O-:19].[CH3:33][C:34](=[O:35])[CH3:36].[Cl:1][c:2]1[c:3]([OH:15])[cH:4][c:5]([C:6](=[O:7])[O:8][CH3:9])[cH:10][c:11]1[N+:12](=[O:13])[O-:14].[I:22][CH2:23][CH2:24][O:25][CH:26]1[O:27][CH2:28][CH2:29][CH2:30][CH2:31]1.[K+:20].[K+:21].[OH2:32]>>[Cl:1][c:2]1[c:3]([O:15][CH2:23][CH2:24][O:25][CH:26]2[O:27][CH2:28][CH2:29][CH2:30][CH2:31]2)[cH:4][c:5]([C:6](=[O:7])[O:8][CH3:9])[cH:10][c:11]1[N+:12](=[O:13])[O-:14]. Starting materials: Cc1cc(C)cc(O)c1, CC(C)c1c(Cl)nc(Cl)nc1Cl, [H-], [Na+], CN(C)C=O. The product is Cc1cc(C)cc(Oc2nc(Cl)nc(Cl)c2C(C)C)c1. RXN SMILES: [CH3:13][c:14]1[cH:15][c:16]([CH3:17])[cH:18][c:19]([OH:20])[cH:21]1.[Cl:1][c:2]1[n:3][c:4]([Cl:12])[c:5]([CH:9]([CH3:10])[CH3:11])[c:6]([Cl:8])[n:7]1.[H-:22].[Na+:23].[O:24]=[CH:25][N:26]([CH3:27])[CH3:28]>>[Cl:1][c:2]1[n:3][c:4]([O:20][c:19]2[cH:18][c:16]([CH3:17])[cH:15][c:14]([CH3:13])[cH:21]2)[c:5]([CH:9]([CH3:10])[CH3:11])[c:6]([Cl:8])[n:7]1. Reactants: OCCCCCCCC1C2(OCCO2)CCC1C=CC(C(CCCC)C)=O (6-(7-Hydroxyheptyl)-7-(4-methyl-3-oxooct-1-enyl)-1,4-dioxaspiro[4,4]nonane), C(CC(O)(C(=O)O)CC(=O)O)(=O)O (citric acid), [BH4-].[K+] (potassium borohydride), [Cl-].[Na+] (sodium chloride), Example 1 ( v ), C(CC(O)(C(=O)[O-])CC(=O)[O-])(=O)[O-].[Na+].[Na+].[Na+] (sodium citrate), [BH4-].[K+] (potassium borohydride). Solvent: CO (methanol), CC(=O)C (Acetone). Reaction conditions: time 90 minute. Yields the product OCCCCCCCC1C2(OCCO2)CCC1C=CC(C(CCCC)C)O (6-(7-hydroxyheptyl)-7-(3-hydroxy-4-methyloct-1-enyl)-1,4-dioxaspiro[4,4]nonane). Isolated yield 59.7%. RXN SMILES: [OH:1][CH2:2][CH2:3][CH2:4][CH2:5][CH2:6][CH2:7][CH2:8][CH:9]1[CH:17]([CH:18]=[CH:19][C:20](=[O:27])[CH:21]([CH3:26])[CH2:22][CH2:23][CH2:24][CH3:25])[CH2:16][CH2:15][C:10]21[O:14][CH2:13][CH2:12][O:11]2.C([O-])(=O)CC(CC([O-])=O)(C([O-])=O)O.[Na+].[Na+].[Na+].[BH4-].[K+].C(O)(=O)CC(CC(O)=O)(C(O)=O)O.[Cl-].[Na+]>CO.CC(C)=O>[OH:1][CH2:2][CH2:3][CH2:4][CH2:5][CH2:6][CH2:7][CH2:8][CH:9]1[CH:17]([CH:18]=[CH:19][CH:20]([OH:27])[CH:21]([CH3:26])[CH2:22][CH2:23][CH2:24][CH3:25])[CH2:16][CH2:15][C:10]21[O:14][CH2:13][CH2:12][O:11]2 |f:1.2.3.4,5.6,8.9|. Reported procedure: 6-(7-Hydroxyheptyl)-7-(4-methyl-3-oxooct-1-enyl)-1,4-dioxaspiro[4,4]nonane [1.0 g.; prepared as hereinbefore described in Example 1 (v)] was dissolved in methanol (50 ml.) and added to aqueous sodium citrate solution (130 ml.; 2% w/v. To this stirred solution, at -5° to 0° C, solid potassium borohydride (2.24 g.) was added portionwise at such a rate as to avoid undue effervescence and the reaction mixture was maintained at pH 8 by the occasional addition of aqueous citric acid solution (10% w/v)... The reactants are C(=C\CCC)/[C@@H]1CC[C@H](CC1)C1=CC=C(C=C1)NC(OCCC)=O (propyl p-[trans-4-(trans-1-pentenyl)cyclohexyl]phenylcarbamate), solution, [OH-].[K+] (potassium hydroxide). Run in C(COCCO)O.O (diethylene glycol water). Yields the product residue, C(=C\CCC)/[C@@H]1CC[C@H](CC1)C1=CC=C(N)C=C1 (p-[trans-4-(trans-1-pentenyl)cyclohexyl]aniline). The yield is 87.9%. Reaction SMILES: [CH:1](/[C@H:6]1[CH2:11][CH2:10][C@H:9]([C:12]2[CH:17]=[CH:16][C:15]([NH:18]C(=O)OCCC)=[CH:14][CH:13]=2)[CH2:8][CH2:7]1)=[CH:2]\[CH2:3][CH2:4][CH3:5].[OH-].[K+]>C(O)COCCO.O>[CH:1](/[C@H:6]1[CH2:7][CH2:8][C@H:9]([C:12]2[CH:13]=[CH:14][C:15]([NH2:18])=[CH:16][CH:17]=2)[CH2:10][CH2:11]1)=[CH:2]\[CH2:3][CH2:4][CH3:5] |f:1.2,3.4|. Reported procedure: A mixture of 118 mg of propyl p-[trans-4-(trans-1-pentenyl)cyclohexyl]phenylcarbamate and 12.5 ml of a 10% solution of potassium hydroxide in diethylene glycol/water (vol. 4:1) was boiled at 120° C. for 1 hour, then cooled to room temperature and partitioned between 70 ml of diethyl ether and 70 ml of water. The aqueous phase was back-extracted twice with 70 ml of diethyl ether each time. The organic phases were washed twice with 50 ml of water each time, dried over magnesium sulphate and concen... Starting materials: COC(C1=C(C=CC(=C1)OC)Br)=O (methyl-2-bromo-5-methoxybenzoate), [Al+3].[Cl-].[Cl-].[Cl-] (AlCl3), ice water, CCS (EtSH). Solvent: ClCCl (dichloromethane). Reaction conditions: time 10 minute. The product is BrC1=C(C(=O)OC)C=C(C=C1)O (methyl 2-bromo-5-hydroxybenzoate). Reaction SMILES: [CH3:1][O:2][C:3](=[O:13])[C:4]1[CH:9]=[C:8]([O:10]C)[CH:7]=[CH:6][C:5]=1[Br:12].[Al+3].[Cl-].[Cl-].[Cl-].CCS>ClCCl>[Br:12][C:5]1[CH:6]=[CH:7][C:8]([OH:10])=[CH:9][C:4]=1[C:3]([O:2][CH3:1])=[O:13] |f:1.2.3.4|. Reported procedure: To a cold solution (ice water bath) of the methyl-2-bromo-5-methoxybenzoate (2.00 g, 8.16 mmol) in dichloromethane (15 mL) was added AlCl3(5.44 g, 40.8 mmol) under argon, and the reaction temperature was maintained below 10° C. using an ice-water bath. The light brown suspension was stirred for 10 min, then EtSH (3.02 mL, 40.8 mmol) was added dropwise at such a rate that the reaction temperature was maintained below 5° C. After 2.5 h of stirring below 10° C., the reaction mixture was slowly pour... Reactants: ClC=1C(=NN(C1C)C1=C(C=C(C(=O)OCC)C=C1)C(=O)N1CC2=CC=CC=C2CC1)C(N(CCCC)CCCC)=O (ethyl 4-(4-chloro-3-(dibutylcarbamoyl)-5-methyl-1H-pyrazol-1-yl)-3-(1,2,3,4-tetrahydroisoquinoline-2-carbonyl)benzoate), [OH-].[Na+] (NaOH). Solvent: CCO (EtOH), C1CCOC1 (THF). Conditions: temperature 40 celsius, time 1 hour. Yields the product ClC=1C(=NN(C1C)C1=C(C=C(C(=O)O)C=C1)C(=O)N1CC2=CC=CC=C2CC1)C(N(CCCC)CCCC)=O (4-(4-Chloro-3-(dibutylcarbamoyl)-5-methyl-1H-pyrazol-1-yl)-3-(1,2,3,4-tetrahydroisoquinoline-2-carbonyl)benzoic acid). Yield: 99.7%. Reaction SMILES: [Cl:1][C:2]1[C:3]([C:31](=[O:41])[N:32]([CH2:37][CH2:38][CH2:39][CH3:40])[CH2:33][CH2:34][CH2:35][CH3:36])=[N:4][N:5]([C:8]2[CH:18]=[CH:17][C:11]([C:12]([O:14]CC)=[O:13])=[CH:10][C:9]=2[C:19]([N:21]2[CH2:30][CH2:29][C:28]3[C:23](=[CH:24][CH:25]=[CH:26][CH:27]=3)[CH2:22]2)=[O:20])[C:6]=1[CH3:7].[OH-].[Na+]>CCO.C1COCC1>[Cl:1][C:2]1[C:3]([C:31](=[O:41])[N:32]([CH2:37][CH2:38][CH2:39][CH3:40])[CH2:33][CH2:34][CH2:35][CH3:36])=[N:4][N:5]([C:8]2[CH:18]=[CH:17][C:11]([C:12]([OH:14])=[O:13])=[CH:10][C:9]=2[C:19]([N:21]2[CH2:30][CH2:29][C:28]3[C:23](=[CH:24][CH:25]=[CH:26][CH:27]=3)[CH2:22]2)=[O:20])[C:6]=1[CH3:7] |f:1.2|. Reported procedure: To a solution of ethyl 4-(4-chloro-3-(dibutylcarbamoyl)-5-methyl-1H-pyrazol-1-yl)-3-(1,2,3,4-tetrahydroisoquinoline-2-carbonyl)benzoate (930 mg, 1.61 mmol) in EtOH (5.0 mL) and THF (5.0 mL) was added 2N NaOH (4.0 mL, 8.03 mmol). The resulting reaction mixture was stirred at 40° C. for 1 h, cooled to room temperature and quenched with 6N HCl. The solution was extracted with CHCl3 (3×), and the combined organic extracts were dried over Na2SO4, filtered and concentrated in vacuo to afford the title... Starting materials: C(C)(C)NC(C)C (diisopropylamine), BrC1=CC(=CC=C1)C(CCCF)F (1-bromo-3-(1,4-difluoro-butyl)benzene), FC(OC1=CC=C(C=C1)C#C)F (1-difluoromethoxy-4-ethynylbenzene), C(C)(C)(C)P(C(C)(C)C)C(C)(C)C (tri-t-butylphosphine). The reagents and catalysts are [Cu]I (copper(I) iodide), C1=CC=C(C=C1)C#N.C1=CC=C(C=C1)C#N.Cl[Pd]Cl (bis(benzonitrile)dichloropalladium). The solvent is CCOC(=O)C (EtOAc), O1CCOCC1 (dioxane), O1CCOCC1 (dioxane), hexanes. Reaction conditions: time 15 minute. The product is FC(OC1=CC=C(C=C1)C#CC=1C=C(C=CC1)C(CCCF)F)F (1-(3-{[4-(difluoromethoxy)phenyl]ethynyl}phenyl)-1,4-difluorobutane). Isolated yield 82.0%. RXN SMILES: C(P(C(C)(C)C)C(C)(C)C)(C)(C)C.C(NC(C)C)(C)C.Br[C:22]1[CH:27]=[CH:26][CH:25]=[C:24]([CH:28]([F:33])[CH2:29][CH2:30][CH2:31][F:32])[CH:23]=1.[F:34][CH:35]([F:45])[O:36][C:37]1[CH:42]=[CH:41][C:40]([C:43]#[CH:44])=[CH:39][CH:38]=1>O1CCOCC1.C1C=CC(C#N)=CC=1.C1C=CC(C#N)=CC=1.Cl[Pd]Cl.[Cu]I.CCOC(C)=O>[F:34][CH:35]([F:45])[O:36][C:37]1[CH:42]=[CH:41][C:40]([C:43]#[C:44][C:22]2[CH:23]=[C:24]([CH:28]([F:33])[CH2:29][CH2:30][CH2:31][F:32])[CH:25]=[CH:26][CH:27]=2)=[CH:39][CH:38]=1 |f:5.6.7|. Reported procedure: To a degassed solution of 13 mg (0.034 mmol) of bis(benzonitrile)dichloropalladium (II) in dioxane was added 0.145 gm (0.072 mmol) of a 10% (wt/wt) tri-t-butylphosphine in hexanes. The reaction mixture was stirred for 15 minutes at room temperature, treated with 4.3 mg of copper(I) iodide followed by 0.21 mL of diisopropylamine, stirred for 10 min, treated with 0.28 gm (1.14 mmol) of 1-bromo-3-(1,4-difluoro-butyl)benzene and 0.25 gm (1.48 mmol) of 1-difluoromethoxy-4-ethynylbenzene dissolved in ... Run in C(C)O (ethanol). Procedure: After adding 50 mg of palladium carbon to 10 ml solution of ethanol with 25 mg of 4-(2-isopropyl-1-oxo-isoquinoline-6-yl)-1-(pyridine-3-yl)-5-methyl-1H-[1,2,3]triazole, hydrogen was added under 4 atm of hydrogen pressure. 8 hours later, the reaction solution was filtrated, the solvents of the filtrate were distilled outunder reduced pressure, and the residues were separated and purified by thin-layer chromatography (chloroform/methanol=10/1) to obtain 23 mg of the above compound as a white solid... The product is C(C)(C)N1C(C2=CC=C(C=C2CC1)C=1N=NN(C1C)C=1C=NC=CC1)=O (4-(2-isopropyl-1-oxo-3,4-dihydroisoquinoline-6-yl)-1-(pyridine-3-yl)-5-methyl-1H-[1,2,3]triazole). Reaction SMILES: [CH:1]([N:4]1[CH:13]=[CH:12][C:11]2[C:6](=[CH:7][CH:8]=[C:9]([C:14]3[N:15]=[N:16][N:17]([C:20]4[CH:21]=[N:22][CH:23]=[CH:24][CH:25]=4)[C:18]=3[CH3:19])[CH:10]=2)[C:5]1=[O:26])([CH3:3])[CH3:2].[H][H]>[C].[Pd].C(O)C>[CH:1]([N:4]1[CH2:13][CH2:12][C:11]2[C:6](=[CH:7][CH:8]=[C:9]([C:14]3[N:15]=[N:16][N:17]([C:20]4[CH:21]=[N:22][CH:23]=[CH:24][CH:25]=4)[C:18]=3[CH3:19])[CH:10]=2)[C:5]1=[O:26])([CH3:3])[CH3:2] |f:2.3|. The yield is 91.5%. The reagents and catalysts are [C].[Pd] (palladium carbon). Reactants: solution, C(C)(C)N1C(C2=CC=C(C=C2C=C1)C=1N=NN(C1C)C=1C=NC=CC1)=O (4-(2-isopropyl-1-oxo-isoquinoline-6-yl)-1-(pyridine-3-yl)-5-methyl-1H-[1,2,3]triazole), [H][H] (hydrogen), [H][H] (hydrogen). Starting materials: 2-[4-(p-toluenesulphonylthio)-3-phenoxyacetamido-2-oxoacetidin-1-yl]-3-methoxy-crotonic acid methyl ester, N12CCCN=CC2CCCC1 (1,5-diazabicyclo[5.4.0]undec-5-ene), mixture, COC(\C(=C(/C)\OC)\N1C(C(C1SS(=O)(=O)C1=CC=C(C=C1)C)NC(COC1=CC=CC=C1)=O)=O)=O (2-[4-(p-toluenesulphonylthio)-3-phenoxyacetamido-2-oxoazetidin-1-yl]-3-methoxy-isocrotonic acid methyl ester). Run in O1CCCC1 (tetrahydrofurane), C(Cl)Cl (methylene chloride). Yields the product COC(=O)[C@H]1C(=CS[C@H]2N1C([C@H]2NC(COC2=CC=CC=C2)=O)=O)OC (7β-phenoxyacetamido-3-methoxy-ceph-2-em-4α-carboxylic acid methyl ester). Reaction SMILES: N12CCCCC1C=NCCC2.[CH3:12][O:13][C:14](=[O:47])/[C:15](/[N:20]1[CH:23]([S:24]S(C2C=CC(C)=CC=2)(=O)=O)[CH:22]([NH:35][C:36](=[O:45])[CH2:37][O:38][C:39]2[CH:44]=[CH:43][CH:42]=[CH:41][CH:40]=2)[C:21]1=[O:46])=[C:16](/[O:18][CH3:19])\[CH3:17]>O1CCCC1.C(Cl)Cl>[CH3:12][O:13][C:14]([C@@H:15]1[N:20]2[C:21](=[O:46])[C@@H:22]([NH:35][C:36](=[O:45])[CH2:37][O:38][C:39]3[CH:40]=[CH:41][CH:42]=[CH:43][CH:44]=3)[C@H:23]2[S:24][CH:17]=[C:16]1[O:18][CH3:19])=[O:47]. Procedure: 302 mg (2 mmols) of 1,5-diazabicyclo[5.4.0]undec-5-ene are added to a solution of 534 mg (1 mmol) of a mixture consisting of 2-[4-(p-toluenesulphonylthio)-3-phenoxyacetamido-2-oxoazetidin-1-yl]-3-methoxy-isocrotonic acid methyl ester and 2-[4-(p-toluenesulphonylthio)-3-phenoxyacetamido-2-oxoacetidin-1-yl]-3-methoxy-crotonic acid methyl ester in the ratio of about 4:1, in 20 ml of tetrahydrofurane, whilst stirring. The mixture is then stirred for 40 minutes, diluted with 70 ml of methylene chlori...